This data is from the Open Reaction Database (ORD), a public repository of structured organic reaction records. The task is: describe an organic reaction: reactants, conditions, products, and yield Starting materials: C(C)(=O)OCC1=C(C=C(C=C1N1C(C=2N(C=3CCCCC3C2)CC1)=O)F)B1OC(C(O1)(C)C)(C)C (2-(4,4,5,5-Tetramethyl-[1,3,2]dioxaborolan-2-yl)-4-fluoro-6-(1-oxo-3,4,6,7,8,9-hexahydropyrazino[1,2-a]indol-2(1H)-yl)benzyl Acetate), BrC=1C=C(C(N(C1)C)=O)NC1=NN2C(CN(CC2)C)=C1 (5-bromo-1-methyl-3-(5-methyl-4,5,6,7-tetrahydropyrazolo[1,5-a]pyrazin-2-ylamino)pyridin-2(1H)-one), CC(=O)O[Na] (CH3COONa), [O-]P(=O)([O-])[O-].[K+].[K+].[K+] (K3PO4). The reagents and catalysts are C1=CC=C(C=C1)P([C-]2C=CC=C2)C3=CC=CC=C3.C1=CC=C(C=C1)P([C-]2C=CC=C2)C3=CC=CC=C3.Cl[Pd]Cl.[Fe+2] (PdCl2(dppf)). The solvent is O (H2O), CC#N (CH3CN). Conditions: temperature 110 celsius. Product: C(C)(=O)OCC1=C(C=C(C=C1N1C(C=2N(C=3CCCCC3C2)CC1)=O)F)C1=CN(C(C(=C1)NC1=NN2C(CN(CC2)C)=C1)=O)C ({4-Fluoro-2-[1-methyl-5-({5-methyl-4H,5H,6H,7H-pyrazolo[1,5-a]pyrazin-2-yl}amino)-6-oxo-1,6-dihydropyridin-3-yl]-6-{1-oxo-1H,2H,3H,4H,-6H,7H,8H,9H-pyrazino[1,2-a]indol-2-yl}phenyl}methyl Acetate). Yield: 65.2%. RXN SMILES: [C:1]([O:4][CH2:5][C:6]1[C:11]([N:12]2[CH2:24][CH2:23][N:15]3[C:16]4[CH2:17][CH2:18][CH2:19][CH2:20][C:21]=4[CH:22]=[C:14]3[C:13]2=[O:25])=[CH:10][C:9]([F:26])=[CH:8][C:7]=1B1OC(C)(C)C(C)(C)O1)(=[O:3])[CH3:2].Br[C:37]1[CH:38]=[C:39]([NH:45][C:46]2[CH:55]=[C:49]3[CH2:50][N:51]([CH3:54])[CH2:52][CH2:53][N:48]3[N:47]=2)[C:40](=[O:44])[N:41]([CH3:43])[CH:42]=1.CC(O[Na])=O.[O-]P([O-])([O-])=O.[K+].[K+].[K+]>CC#N.O.C1C=CC(P(C2C=CC=CC=2)[C-]2C=CC=C2)=CC=1.C1C=CC(P(C2C=CC=CC=2)[C-]2C=CC=C2)=CC=1.Cl[Pd]Cl.[Fe+2]>[C:1]([O:4][CH2:5][C:6]1[C:11]([N:12]2[CH2:24][CH2:23][N:15]3[C:16]4[CH2:17][CH2:18][CH2:19][CH2:20][C:21]=4[CH:22]=[C:14]3[C:13]2=[O:25])=[CH:10][C:9]([F:26])=[CH:8][C:7]=1[C:37]1[CH:38]=[C:39]([NH:45][C:46]2[CH:55]=[C:49]3[CH2:50][N:51]([CH3:54])[CH2:52][CH2:53][N:48]3[N:47]=2)[C:40](=[O:44])[N:41]([CH3:43])[CH:42]=1)(=[O:3])[CH3:2] |f:3.4.5.6,9.10.11.12|. Reported procedure: A 25 mL sealed tube was charged with 4-fluoro-2-(1-oxo-3,4,6,7,8,9-hexahydropyrazino[1,2-a]indol-2(1H)-yl)-6-(4,4,5,5-tetramethyl-1,3,2-dioxaborolan-2-yl)benzyl acetate (210d) (500 mg, 1.0 mmol), 5-bromo-1-methyl-3-(5-methyl-4,5,6,7-tetrahydropyrazolo[1,5-a]pyrazin-2-ylamino)pyridin-2(1H)-one (146a) (350 mg, 1.0 mmol), CH3COONa (170 mg, 2.0 mmol), K3PO4 (552 mg, 2.0 mmol), PdCl2(dppf) (85 mg, 0.1 mmol) suspended in CH3CN (25 mL) and H2O (1 mL). The mixture was heated at 110° C. for 2 hours. It w...